Dataset: the Open Reaction Database (ORD), a public repository of structured organic reaction records. Task: describe an organic reaction: reactants, conditions, products, and yield Starting materials: ClC1=C(N(C(C(=N1)NC[C@H]1N(CCOC1)CC1CC1)=O)CC(=O)NCC=1C=C2C(=CNC2=CC1)C)C (2-[3-chloro-5-({[(3R)-4-(cyclopropylmethyl)morpholinyl]methyl}amino)-2-methyl-6-oxo-1(6H)-pyrazinyl]-N-[(3-methyl-1H-indol-5-yl)methyl]acetamide), C(=O)[O-].[NH4+] (ammonium formate). Reagents/catalysts: [Pd] (palladium on charcoal). Solvent: CO (methanol). Conditions: time 64 hour. The product is N (ammonia), C1(CC1)CN1[C@@H](COCC1)CNC=1C(N(C(=CN1)C)CC(=O)NCC=1C=C2C(=CNC2=CC1)C)=O (2-[3-({[(3R)-4-(Cyclopropylmethyl)morpholinyl]methyl}amino)-6-methyl-2-oxo-1(2H)-pyrazinyl]-N-[(3-methyl-1H-indol-5-yl)methyl]acetamide). Yield: 27.3%. RXN SMILES: Cl[C:2]1[N:7]=[C:6]([NH:8][CH2:9][C@@H:10]2[CH2:15][O:14][CH2:13][CH2:12][N:11]2[CH2:16][CH:17]2[CH2:19][CH2:18]2)[C:5](=[O:20])[N:4]([CH2:21][C:22]([NH:24][CH2:25][C:26]2[CH:27]=[C:28]3[C:32](=[CH:33][CH:34]=2)[NH:31][CH:30]=[C:29]3[CH3:35])=[O:23])[C:3]=1[CH3:36].C([O-])=O.[NH4+]>[Pd].CO>[NH3:4].[CH:17]1([CH2:16][N:11]2[CH2:12][CH2:13][O:14][CH2:15][C@H:10]2[CH2:9][NH:8][C:6]2[C:5](=[O:20])[N:4]([CH2:21][C:22]([NH:24][CH2:25][C:26]3[CH:27]=[C:28]4[C:32](=[CH:33][CH:34]=3)[NH:31][CH:30]=[C:29]4[CH3:35])=[O:23])[C:3]([CH3:36])=[CH:2][N:7]=2)[CH2:18][CH2:19]1 |f:1.2|. Procedure details: A mixture of 2-[3-chloro-5-({[(3R)-4-(cyclopropylmethyl)morpholinyl]methyl}amino)-2-methyl-6-oxo-1(6H)-pyrazinyl]-N-[(3-methyl-1H-indol-5-yl)methyl]acetamide (preparation 101) (120 mg, 0.23 mmol), ammonium formate (44 mg, 0.7 mmol) and 10% palladium on charcoal (catalytic) in methanol (5 ml) was stirred at room temperature under a nitrogen atmosphere for 64 hrs. The reaction mixture was filtered through a Whatman® filter, washing through with ethyl acetate. The combined filtrate was evaporated u... The reagents and catalysts are CC(=O)[O-].CC(=O)[O-].[Pd+2] (Pd(OAc)2), C1(=C(C=CC=C1)P(C1=C(C=CC=C1)C)C1=C(C=CC=C1)C)C (tri-o-tolylphosphine). Solvent: CN(C)C=O (DMF). Isolated yield 94.0%. As a reaction SMILES: Br[C:2]1[CH:9]=[CH:8][C:5]([C:6]#[N:7])=[CH:4][CH:3]=1.[C:10]([O:14][CH2:15][CH3:16])(=[O:13])[CH:11]=[CH2:12]>CN(C=O)C.CC([O-])=O.CC([O-])=O.[Pd+2].C1(C)C=CC=CC=1P(C1C=CC=CC=1C)C1C=CC=CC=1C>[C:6]([C:5]1[CH:8]=[CH:9][C:2](/[CH:12]=[CH:11]/[C:10]([O:14][CH2:15][CH3:16])=[O:13])=[CH:3][CH:4]=1)#[N:7] |f:3.4.5|. Product: C(#N)C1=CC=C(C=C1)/C=C/C(=O)OCC (Ethyl (2E)-3-(4-cyanophenyl)-2-propenoate). Reported procedure: To the mixture of 4-bromobenzonitrile (2.6 g, 14.28 mmol), Pd(OAc)2 (0.064 g, 0.286 mmol) and tri-o-tolylphosphine (0.261 g, 0.857 mmol) in dry DMF (20 mL) was added ethyl 2-propenoate (2.282 mL, 21.43 mmol) and TEA (3.98 mL, 28.6 mmol). It was heated at 110° C. for 1 h. Purification via a flash column chromatography then provided the title compound as a white solid (2.7 g, 92% yield). LCMS: rt=3.03 Min, [M+H+]=202.0 Conditions: temperature 110 celsius. Reactants: BrC1=CC=C(C#N)C=C1 (4-bromobenzonitrile), C(C=C)(=O)OCC (ethyl 2-propenoate), TEA. Reactants: NC=1C=CC2=C(N=CO2)C1CC (5-amino-4-ethylbenzoxazole), C1=CC=NC(=C1)OC(=S)OC2=CC=CC=N2 (di-2-pyridyl thionocarbonate). The solvent is ClCCl (dichloromethane). Conditions: time 2 hour. The product is C(C)C1=C(C=CC2=C1N=CO2)N=C=S (4-ethyl-5-isothiocyanatobenzoxazole). RXN SMILES: [NH2:1][C:2]1[CH:3]=[CH:4][C:5]2[O:9][CH:8]=[N:7][C:6]=2[C:10]=1[CH2:11][CH3:12].C1C=C(O[C:20](OC2N=CC=CC=2)=[S:21])N=CC=1>ClCCl>[CH2:11]([C:10]1[C:6]2[N:7]=[CH:8][O:9][C:5]=2[CH:4]=[CH:3][C:2]=1[N:1]=[C:20]=[S:21])[CH3:12]. Procedure: A solution of 5-amino-4-ethylbenzoxazole (3.98 mmol) in dichloromethane (100 mL) is treated with di-2-pyridyl thionocarbonate (4.39 mmol). The mixture is stirred for two hours. The reaction mixture is concentrated under reduced pressure to yield a brown residue. This material is purified by chromatography (silica gel, 20% ethyl acetate/hexanes) to afford 4-ethyl-5-isothiocyanatobenzoxazole. Starting materials: CC(C)(C)[Si](C)(C)Cl, CN(C)C=O, CCOC(C)=O, Oc1ccc2cc[nH]c2c1, c1c[nH]cn1. Yields the product CC(C)(C)[Si](C)(C)Oc1ccc2cc[nH]c2c1. RXN SMILES: [C:11]([CH3:12])([CH3:13])([CH3:14])[Si:15]([CH3:16])([CH3:17])[Cl:18].[CH3:24][N:25]([CH3:26])[CH:27]=[O:28].[CH3:29][CH2:30][O:31][C:32](=[O:33])[CH3:34].[OH:1][c:2]1[cH:3][cH:4][c:5]2[cH:6][cH:7][nH:8][c:9]2[cH:10]1.[nH:19]1[cH:20][cH:21][n:22][cH:23]1>>[O:1]([c:2]1[cH:3][cH:4][c:5]2[cH:6][cH:7][nH:8][c:9]2[cH:10]1)[Si:15]([C:11]([CH3:12])([CH3:13])[CH3:14])([CH3:16])[CH3:17]. Starting materials: C1CCOC1, CI, COC(=O)C1(NC=O)CCN(C(=O)OC(C)(C)C)C1, [H-], [Na+], CN(C)C=O. The product is COC(=O)C1(N(C)C=O)CCN(C(=O)OC(C)(C)C)C1. RXN SMILES: [CH2:29]1[O:30][CH2:31][CH2:32][CH2:33]1.[CH3:27][I:28].[CH3:3][O:4][C:5](=[O:6])[C:7]1([NH:19][CH:20]=[O:21])[CH2:8][N:9]([C:12](=[O:13])[O:14][C:15]([CH3:16])([CH3:17])[CH3:18])[CH2:10][CH2:11]1.[H-:1].[Na+:2].[O:22]=[CH:23][N:24]([CH3:25])[CH3:26]>>[CH3:3][O:4][C:5](=[O:6])[C:7]1([N:19]([CH:20]=[O:21])[CH3:23])[CH2:8][N:9]([C:12](=[O:13])[O:14][C:15]([CH3:16])([CH3:17])[CH3:18])[CH2:10][CH2:11]1. The yield is 34.0%. Yields the product O.C(=O)(C(F)(F)F)O (H2O TFA), C(C1=CC=CC=C1)N(CC(CCC)O)C1=CC=C(C=C1)C(C(F)(F)F)(C(F)(F)F)O (1-(Benzyl{4-[2,2,2-trifluoro-1-hydroxy-1-(trifluoromethyl)ethyl]phenyl}amino)-pentan-2-ol), solid. Reported procedure: Prepared in the manner of Example 34 except 1-(benzyl{4-[2,2,2-trifluoro-1-hydroxy-1-(trifluoromethyl)ethyl]phenyl}amino)pentan-2-one was substituted for 1-(methyl{4-[2,2,2-trifluoro-1-hydroxy-1-(trifluoromethyl)ethyl]phenyl}amino)-pentan-2-one. Purification by reverse phase HPLC using a gradient elution of 60:40 H2O/TFA:CH3CN to 0:100 H2O/TFA:CH3CN at 254 nm afforded the title compound as an yellow waxy solid (34%). 1H NMR (CDCl3) δ 7.48 (d, 2H), 7.33 (t, 2H), 7.27 (m, 1H), 7.20 (d, 2H), 6.81 (... RXN SMILES: [CH2:1]([N:8]([C:15]1[CH:20]=[CH:19][C:18]([C:21]([OH:30])([C:26]([F:29])([F:28])[F:27])[C:22]([F:25])([F:24])[F:23])=[CH:17][CH:16]=1)[CH2:9][C:10](=[O:14])[CH2:11][CH2:12][CH3:13])[C:2]1[CH:7]=[CH:6][CH:5]=[CH:4][CH:3]=1.CN(C1C=CC(C(O)(C(F)(F)F)C(F)(F)F)=CC=1)CC(=[O:38])CCC>>[OH2:14].[C:21]([OH:30])([C:26]([F:29])([F:28])[F:27])=[O:38].[CH2:1]([N:8]([C:15]1[CH:20]=[CH:19][C:18]([C:21]([OH:30])([C:26]([F:29])([F:28])[F:27])[C:22]([F:25])([F:23])[F:24])=[CH:17][CH:16]=1)[CH2:9][CH:10]([OH:14])[CH2:11][CH2:12][CH3:13])[C:2]1[CH:7]=[CH:6][CH:5]=[CH:4][CH:3]=1 |f:2.3|. Reactants: CN(CC(CCC)=O)C1=CC=C(C=C1)C(C(F)(F)F)(C(F)(F)F)O (1-(methyl{4-[2,2,2-trifluoro-1-hydroxy-1-(trifluoromethyl)ethyl]phenyl}amino)-pentan-2-one), C(C1=CC=CC=C1)N(CC(CCC)=O)C1=CC=C(C=C1)C(C(F)(F)F)(C(F)(F)F)O (1-(benzyl{4-[2,2,2-trifluoro-1-hydroxy-1-(trifluoromethyl)ethyl]phenyl}amino)pentan-2-one). Starting materials: CC(C)(C)OC(=O)N1CCC(n2ncc3c(Cl)ncnc32)CC1, O=C([O-])[O-], [K+], [K+], CN(C)C=O, Oc1ccc(-n2cncn2)cc1. The product is CC(C)(C)OC(=O)N1CCC(n2ncc3c(Oc4ccc(-n5cncn5)cc4)ncnc32)CC1. As a reaction SMILES: [C:13]([CH3:14])([CH3:15])([CH3:16])[O:17][C:18](=[O:19])[N:20]1[CH2:21][CH2:22][CH:23]([n:26]2[n:27][cH:28][c:29]3[c:30]2[n:31][cH:32][n:33][c:34]3[Cl:35])[CH2:24][CH2:25]1.[C:36](=[O:37])([O-:38])[O-:39].[K+:40].[K+:41].[O:42]=[CH:43][N:44]([CH3:45])[CH3:46].[n:1]1(-[c:6]2[cH:7][cH:8][c:9]([OH:12])[cH:10][cH:11]2)[n:2][cH:3][n:4][cH:5]1>>[n:1]1(-[c:6]2[cH:7][cH:8][c:9]([O:12][c:34]3[c:29]4[cH:28][n:27][n:26]([CH:23]5[CH2:22][CH2:21][N:20]([C:18]([O:17][C:13]([CH3:14])([CH3:15])[CH3:16])=[O:19])[CH2:25][CH2:24]5)[c:30]4[n:31][cH:32][n:33]3)[cH:10][cH:11]2)[n:2][cH:3][n:4][cH:5]1.